From a dataset of the Open Reaction Database (ORD), a public repository of structured organic reaction records. describe an organic reaction: reactants, conditions, products, and yield The reactants are COC(=O)\C(\CC(=O)O)=C\C=1OC(=CC1)C (E-3-methoxycarbonyl-4-(5-methylfur-2-yl)-but-3-enoic acid), C(C)(=O)[O-].[K+] (potassium acetate), O.C(C)(=O)OCC (water ethyl acetate). Run in C(C)(=O)OC(C)=O (acetic anhydride). Conditions: temperature 140 celsius. Yields the product CC=1OC2=C(C1)C(=CC(=C2)C(=O)OC)OC(C)=O (2-Methyl-4-acetoxy-6-methoxycarbonylbenzofuran). As a reaction SMILES: [CH3:1][O:2][C:3](/[C:5](=[CH:10]/[C:11]1[O:12][C:13]([CH3:16])=[CH:14][CH:15]=1)/[CH2:6][C:7]([OH:9])=O)=[O:4].[C:17]([O-])(=[O:19])[CH3:18].[K+].O.C(OCC)(=O)C>C(OC(=O)C)(=O)C>[CH3:16][C:13]1[O:12][C:11]2[CH:10]=[C:5]([C:3]([O:2][CH3:1])=[O:4])[CH:6]=[C:7]([O:9][C:17](=[O:19])[CH3:18])[C:15]=2[CH:14]=1 |f:1.2,3.4|. Procedure details: A mixture of E-3-methoxycarbonyl-4-(5-methylfur-2-yl)-but-3-enoic acid (Method 15; 1.39 g, 6.2 mmol) and potassium acetate (620 mg, 6.3 mmol) in acetic anhydride (12.5 ml) was heated at 140° C. for 15 mins. The reaction mixture was cooled and poured on to a water/ethyl acetate mixture; the aqueous layer was separated and the organic layer washed sequentially with saturated sodium bicarbonate solution and brine, dried (MgSO4) and evaporated in vacuo to yield the crude product as a dark crystallin... Reactants: CC(C(=O)NC(CC=C)C(CC)=O)(C)C (2,2-dimethyl-N-(1-propionyl-but-3-enyl)-propionamide), ice Na2CO3, FC(C(=O)O)(F)F (trifluoroacetic acid), FC(C(=O)OC(C(F)(F)F)=O)(F)F (trifluoroacetic anhydride). Reaction conditions: time 4 hour. Yields the product C(C=C)C=1N=C(OC1CC)C(C)(C)C (4-Allyl-2-tert-butyl-5-ethyl-oxazole). Reaction SMILES: [CH3:1][C:2]([CH3:15])([CH3:14])[C:3]([NH:5][CH:6]([C:10](=[O:13])[CH2:11][CH3:12])[CH2:7][CH:8]=[CH2:9])=O.FC(F)(F)C(O)=O.FC(F)(F)C(OC(=O)C(F)(F)F)=O>>[CH2:7]([C:6]1[N:5]=[C:3]([C:2]([CH3:15])([CH3:14])[CH3:1])[O:13][C:10]=1[CH2:11][CH3:12])[CH:8]=[CH2:9]. Procedure: 2.10 g of the above prepared 2,2-dimethyl-N-(1-propionyl-but-3-enyl)-propionamide (9.94 mmol) were treated with 16.74 ml of trifluoroacetic acid (219 mmol) and 8.29 ml of trifluoroacetic anhydride (6 eq.) and kept for 4 h at 50°, when TLC indicated the disappearance of starting material. The reaction mixture was then poured onto crashed ice/Na2CO3, the aqueous layer (pH ˜8), extracted twice with AcOEt, washed with water, dried over sodium sulfate, and evaporated to dryness. Flash chromatography ... The reactants are C1CCOC1, CO, COC(=O)c1ccc(COc2cc3c(cc2N(CC(C)F)S(=O)(=O)c2cccnc2)CCC3)nc1, [Na+], [OH-]. The product is CC(F)CN(c1cc2c(cc1OCc1ccc(C(=O)O)cn1)CCC2)S(=O)(=O)c1cccnc1. As a reaction SMILES: [CH2:38]1[O:39][CH2:40][CH2:41][CH2:42]1.[CH3:43][OH:44].[F:1][CH:2]([CH2:3][N:4]([c:5]1[c:6]([O:14][CH2:15][c:16]2[n:17][cH:18][c:19]([C:20](=[O:21])[O:22][CH3:23])[cH:24][cH:25]2)[cH:7][c:8]2[c:12]([cH:13]1)[CH2:11][CH2:10][CH2:9]2)[S:26](=[O:27])(=[O:28])[c:29]1[cH:30][n:31][cH:32][cH:33][cH:34]1)[CH3:35].[Na+:37].[OH-:36]>>[F:1][CH:2]([CH2:3][N:4]([c:5]1[c:6]([O:14][CH2:15][c:16]2[n:17][cH:18][c:19]([C:20](=[O:21])[OH:22])[cH:24][cH:25]2)[cH:7][c:8]2[c:12]([cH:13]1)[CH2:11][CH2:10][CH2:9]2)[S:26](=[O:27])(=[O:28])[c:29]1[cH:30][n:31][cH:32][cH:33][cH:34]1)[CH3:35]. The reactants are COC(=O)C(CC1CCCO1)c1ccc(Cl)c(Cl)c1, CNC(N)=O, C[O-], C[O-], CO, [Mg+2]. Yields the product CNC(=O)NC(=O)C(CC1CCCO1)c1ccc(Cl)c(Cl)c1. As a reaction SMILES: [CH3:1][O:2][C:3]([CH:4]([CH2:5][CH:6]1[O:7][CH2:8][CH2:9][CH2:10]1)[c:11]1[cH:12][c:13]([Cl:18])[c:14]([Cl:17])[cH:15][cH:16]1)=[O:19].[CH3:20][NH:21][C:22](=[O:23])[NH2:24].[CH3:25][O-:26].[CH3:28][O-:29].[CH3:30][OH:31].[Mg+2:27]>>[C:3]([CH:4]([CH2:5][CH:6]1[O:7][CH2:8][CH2:9][CH2:10]1)[c:11]1[cH:12][c:13]([Cl:18])[c:14]([Cl:17])[cH:15][cH:16]1)(=[O:19])[NH:24][C:22]([NH:21][CH3:20])=[O:23]. Reactants: OCC1=C(N=C2N1C=CC=C2)C(=O)OCC (ethyl 3-(hydroxymethyl)imidazo[1,2-a]pyridine-2-carboxylate), S(=O)(Cl)Cl (thionyl chloride). Run in C(Cl)(Cl)Cl (chloroform). Product: Cl.ClCC1=C(N=C2N1C=CC=C2)C(=O)OCC (ethyl 3-(chloromethyl)imidazo[1,2-a]pyridine-2-carboxylate hydrochloride). As a reaction SMILES: O[CH2:2][C:3]1[N:7]2[CH:8]=[CH:9][CH:10]=[CH:11][C:6]2=[N:5][C:4]=1[C:12]([O:14][CH2:15][CH3:16])=[O:13].S(Cl)([Cl:19])=O>C(Cl)(Cl)Cl>[ClH:19].[Cl:19][CH2:2][C:3]1[N:7]2[CH:8]=[CH:9][CH:10]=[CH:11][C:6]2=[N:5][C:4]=1[C:12]([O:14][CH2:15][CH3:16])=[O:13] |f:3.4|. Reported procedure: To a solution of ethyl 3-(hydroxymethyl)imidazo[1,2-a]pyridine-2-carboxylate (2.85 g) in chloroform (40 ml) was added thionyl chloride (8.0 ml) at room temperature, and the mixture was heated under reflux for 12 hr. The reaction solution was cooled to room temperature, and concentrated under reduced pressure. The precipitated crystals were collected by filtration, washed with diethyl ether to give the object product (3.50 g). The reactants are ClC1=CC=2C=3N(C(=NC2C=C1)SC#N)N=C(N3)C=3OC=CC3 (9-chloro-5-thiocyanato-2-(2-furyl)[1,2,4]triazolo-[1,5-c]quinazoline), C(C)(C)(C)N (tert-butylamine), O (water). Run in C(C)O (ethanol), CN1C(N(CC1)C)=O (1,3-dimethylimidazolidone). Run at time 3 hour. Product: C(C)(C)(C)NC1=NC=2C=CC(=CC2C=2N1N=C(N2)C=2OC=CC2)Cl (5-tert-butylamino-9-chloro-2-(2-furyl)-[1,2,4]triazolo-[1,5-c]quinazoline). Reaction SMILES: [Cl:1][C:2]1[CH:11]=[CH:10][C:9]2[N:8]=[C:7](SC#N)[N:6]3[N:15]=[C:16]([C:18]4[O:19][CH:20]=[CH:21][CH:22]=4)[N:17]=[C:5]3[C:4]=2[CH:3]=1.[C:23]([NH2:27])([CH3:26])([CH3:25])[CH3:24].O>CN1CCN(C)C1=O.C(O)C>[C:23]([NH:27][C:7]1[N:6]2[N:15]=[C:16]([C:18]3[O:19][CH:20]=[CH:21][CH:22]=3)[N:17]=[C:5]2[C:4]2[CH:3]=[C:2]([Cl:1])[CH:11]=[CH:10][C:9]=2[N:8]=1)([CH3:26])([CH3:25])[CH3:24]. Procedure details: A solution of 9-chloro-5-thiocyanato-2-(2-furyl)[1,2,4]triazolo-[1,5-c]quinazoline (2 g) in 1,3-dimethylimidazolidone (28 ml) is added to tert-butylamine (2 ml). The mixture is stirred for 3 hours under nitrogen, and then is diluted with ethanol (20 ml), and treated with water (20 ml). The resulting precipitate is collected, recrystallized from 2-methoxyethanol, and dried in high vacuum to afford pure 5-tert-butylamino-9-chloro-2-(2-furyl)-[1,2,4]triazolo-[1,5-c]quinazoline, mp above 330° C.